Dataset: the Open Reaction Database (ORD), a public repository of structured organic reaction records. Task: describe an organic reaction: reactants, conditions, products, and yield Starting materials: NC=1C=C(C(=O)OCC)C=C(C1OC1=CC(=CC=C1)C(F)(F)F)S(N)(=O)=O (ethyl 3-amino-4-(3'-trifluoromethylphenoxy)-5-sulfamylbenzoate), [H-].[Al+3].[Li+].[H-].[H-].[H-] (lithium aluminium hydride), O (water), C(C)(=O)OCC (ethyl acetate). Run in COCCOC (1,2-dimethoxyethane), COCCOC (1,2-dimethoxyethane), C(C)(=O)O (acetic acid). Yields the product NC=1C=C(CO)C=C(C1OC1=CC(=CC=C1)C(F)(F)F)S(N)(=O)=O (3-amino-4-(3'trifluoromethylphenoxy)-5-sulfamylbenzyl alcohol). Reaction SMILES: [H-].[Al+3].[Li+].[H-].[H-].[H-].[NH2:7][C:8]1[CH:9]=[C:10]([CH:16]=[C:17]([S:30](=[O:33])(=[O:32])[NH2:31])[C:18]=1[O:19][C:20]1[CH:25]=[CH:24][CH:23]=[C:22]([C:26]([F:29])([F:28])[F:27])[CH:21]=1)[C:11](OCC)=[O:12].C(OCC)(=O)C.O>COCCOC.C(O)(=O)C>[NH2:7][C:8]1[CH:9]=[C:10]([CH:16]=[C:17]([S:30](=[O:32])(=[O:33])[NH2:31])[C:18]=1[O:19][C:20]1[CH:25]=[CH:24][CH:23]=[C:22]([C:26]([F:28])([F:27])[F:29])[CH:21]=1)[CH2:11][OH:12] |f:0.1.2.3.4.5|. Reported procedure: To a stirred mixture of lithium aluminium hydride (5.0 g) and dry 1,2-dimethoxyethane (100 ml), a solution of ethyl 3-amino-4-(3'-trifluoromethylphenoxy)-5-sulfamylbenzoate (20 g) in dry 1,2-dimethoxyethane (100 ml) is dropwise added at 100° C. during about 1 hour. After additional stirring and heating for 3 hours, the mixture is cooled, and ethyl acetate (10 ml) followed by water (20 ml) and 4 N acetic acid (125 ml) are very cautiously added dropwise. The solvents are thereafter removed in vacu... Starting materials: BrCC#CC(=O)OC (methyl bromotetrolate), solution, C(C)[Mg]Br (ethylmagnesium bromide), N1=CC(=CC=C1)C=1NC2=CC=CC=C2C1 (2-(3-pyridyl)indole), ice water. Solvent: O1CCCC1 (tetrahydrofuran), O1CCCC1 (tetrahydrofuran), O1CCCC1 (tetrahydrofuran). Run at time 0.5 hour. Yields the product COC(=O)C#CCC1=C(NC2=CC=CC=C12)C=1C=NC=CC1 (3-(3-methoxycarbonyl-prop-2-ynyl)-2-(3-pyridyl)indole). RXN SMILES: C([Mg]Br)C.[N:5]1[CH:10]=[CH:9][CH:8]=[C:7]([C:11]2[NH:12][C:13]3[C:18]([CH:19]=2)=[CH:17][CH:16]=[CH:15][CH:14]=3)[CH:6]=1.Br[CH2:21][C:22]#[C:23][C:24]([O:26][CH3:27])=[O:25]>O1CCCC1>[CH3:27][O:26][C:24]([C:23]#[C:22][CH2:21][C:19]1[C:18]2[C:13](=[CH:14][CH:15]=[CH:16][CH:17]=2)[NH:12][C:11]=1[C:7]1[CH:6]=[N:5][CH:10]=[CH:9][CH:8]=1)=[O:25]. Procedure details: To 30 ml of 2M solution of ethylmagnesium bromide in tetrahydrofuran under nitrogen at 0°-5° is added dropwise over 30 minutes a solution of 10.0 g of 2-(3-pyridyl)indole in 60 ml of tetrahydrofuran. The mixture is stirred fo 0.5 hour at 0°-5° followed by the dropwise addition of 10.6 g of methyl bromotetrolate (J. Chem. Soc. 1950, 3646) in50 ml of tetrahydrofuran. The mixture is stirred for an additional 2 hours, at 0° poured into ice water, and extracted with ether. The aqueous phase is extrac... Starting materials: ClC1=CC=C(CCN)C=C1 (4-chlorophenethylamine), C(C)(=O)Cl (acetyl chloride). The product is ClC1=CC=C2CCNC(C2=C1)C (7-chloro-1-methyl-1,2,3,4-tetrahydroisoquinoline). Reaction SMILES: [Cl:1][C:2]1[CH:10]=[CH:9][C:5]([CH2:6][CH2:7][NH2:8])=[CH:4][CH:3]=1.[C:11](Cl)(=O)[CH3:12]>>[Cl:1][C:2]1[CH:10]=[C:9]2[C:5]([CH2:6][CH2:7][NH:8][CH:11]2[CH3:12])=[CH:4][CH:3]=1. Procedure: In accordance with the same procedures as in Steps 1, 2, and 3 of Preparation 21, except for using 4-chlorophenethylamine and acetyl chloride, 7-chloro-1-methyl-1,2,3,4-tetrahydroisoquinoline was obtained. In accordance with the same procedures as in Preparation 20, the titled compound was obtained as pale yellow oil. (Yield: 67%) The product was used in the subsequent step without further purification. Procedure details: A solution of 0.1 g (0.6 mmol) 2-chloro-3-methylpyrrolo-[2,3-b]pyridine and 0.14 g (0.78 mmol) (2-bromoethyl)-benzene in 10 ml acetonitril was refluxed 72 h. The solvent was evaporated. The solid that formed was treated with ether and ethyl acetate and isolated by filtration. Chromatography on silica gel eluting with methylene chloride and methanol (10:1) gave the desired product. (0.03 g 18% ). Product: ClC1=C(C=2C(N(C=CC2)CCC2=CC=CC=C2)=N1)C (2-Chloro-3-methyl-7-(2-phenylethyl)pyrrolo[2,3-b]pyridine). Solvent: CO (methanol), C(Cl)Cl (methylene chloride), C(C)#N (acetonitril). Starting materials: ClC1=C(C=2C(=NC=CC2)N1)C (2-chloro-3-methylpyrrolo-[2,3-b]pyridine), BrCCC1=CC=CC=C1 ((2-bromoethyl)-benzene), CCOCC (ether), C(C)(=O)OCC (ethyl acetate). RXN SMILES: [Cl:1][C:2]1[NH:10][C:5]2=[N:6][CH:7]=[CH:8][CH:9]=[C:4]2[C:3]=1[CH3:11].Br[CH2:13][CH2:14][C:15]1[CH:20]=[CH:19][CH:18]=[CH:17][CH:16]=1.CCOCC.C(OCC)(=O)C>C(#N)C.CO.C(Cl)Cl>[Cl:1][C:2]1[N:10]=[C:5]2[N:6]([CH2:13][CH2:14][C:15]3[CH:20]=[CH:19][CH:18]=[CH:17][CH:16]=3)[CH:7]=[CH:8][CH:9]=[C:4]2[C:3]=1[CH3:11]. The reactants are C1(C=2C(C(N1CCOCN1C3=NC=NC(=C3N=C1)N)=O)=CC=CC2)=O (9-(2-phthalimidoethoxymethyl)adenine), O.NN (hydrazine hydrate), aqueous solution, C(C)O (ethanol). Solvent: COCCO (2-Methoxyethanol). Conditions: time 2 hour. Yields the product NCCOCN1C2=NC=NC(=C2N=C1)N (9-(2-aminoethoxymethyl)adenine). Isolated yield 48.1%. Reaction SMILES: C1(=O)[N:5]([CH2:6][CH2:7][O:8][CH2:9][N:10]2[CH:18]=[N:17][C:16]3[C:11]2=[N:12][CH:13]=[N:14][C:15]=3[NH2:19])C(=O)C2=CC=CC=C12.O.NN.C(O)C>COCCO>[NH2:5][CH2:6][CH2:7][O:8][CH2:9][N:10]1[CH:18]=[N:17][C:16]2[C:11]1=[N:12][CH:13]=[N:14][C:15]=2[NH2:19] |f:1.2|. Procedure: A mixture of 9-(2-phthalimidoethoxymethyl)adenine (3.38 g), hydrazine hydrate (1.0 ml of an 85% aqueous solution) and ethanol (150 ml) was heated at reflux for 2 hours. 2-Methoxyethanol (50 ml) was added and refluxing continued for an additional 2 hours. The solvent was removed under reduced pressure and 1N hydrochloric acid (50 ml) added. The mixture was stirred at ambient temperature for 30 minutes and allowed to stand at 0° C. overnight. The solution was filtered and the filtrate diluted with... The reactants are CN1C(=C(C(=O)OC)C(C=C1C)=O)C1=CC=CC=C1 (methyl 1,6-dimethyl-2-phenyl-4-oxonicotinate), Cl (HCl). Run in [OH-].[Na+] (sodium hydroxide). The product is CN1C(=C(C(=O)O)C(C=C1C)=O)C1=CC=CC=C1 (1,6-dimethyl-2-phenyl-4-oxonicotinic acid). Isolated yield 86.4%. RXN SMILES: [CH3:1][N:2]1[C:11]([CH3:12])=[CH:10][C:9](=[O:13])[C:4]([C:5]([O:7]C)=[O:6])=[C:3]1[C:14]1[CH:19]=[CH:18][CH:17]=[CH:16][CH:15]=1.Cl>[OH-].[Na+]>[CH3:1][N:2]1[C:11]([CH3:12])=[CH:10][C:9](=[O:13])[C:4]([C:5]([OH:7])=[O:6])=[C:3]1[C:14]1[CH:19]=[CH:18][CH:17]=[CH:16][CH:15]=1 |f:2.3|. Procedure details: 6.0 gms of crude methyl 1,6-dimethyl-2-phenyl-4-oxonicotinate is suspended in 66 g of 5% aqueous sodium hydroxide solution. The reaction mixture is heated on a steambath (85°) for two hours. The resulting homogeneous solution is cooled and acidified with dilute HCl. The resulting solid is collected by filtration yielding 4.9 g of 1,6-dimethyl-2-phenyl-4-oxonicotinic acid. mp (acetonitrile/methylene chloride)=246°-249° C. (dec.).